Task: describe an organic reaction: reactants, conditions, products, and yield. Dataset: the Open Reaction Database (ORD), a public repository of structured organic reaction records The reactants are C(C1=CC=CC=C1)N1CCNCC1 (N-benzylpiperazine), CS(=O)(=O)Cl (methanesulphonyl chloride), C([O-])([O-])=O.[K+].[K+] (potassium carbonate). The solvent is C(C)#N (acetonitrile). Run at time 5 hour. The product is C(C1=CC=CC=C1)N1CCN(CC1)S(=O)(=O)C (N-benzyl-N'-methanesulphonylpiperazine). RXN SMILES: [CH2:1]([N:8]1[CH2:13][CH2:12][NH:11][CH2:10][CH2:9]1)[C:2]1[CH:7]=[CH:6][CH:5]=[CH:4][CH:3]=1.[CH3:14][S:15](Cl)(=[O:17])=[O:16].C(=O)([O-])[O-].[K+].[K+]>C(#N)C>[CH2:1]([N:8]1[CH2:13][CH2:12][N:11]([S:15]([CH3:14])(=[O:17])=[O:16])[CH2:10][CH2:9]1)[C:2]1[CH:3]=[CH:4][CH:5]=[CH:6][CH:7]=1 |f:2.3.4|. Procedure: A mixture of N-benzylpiperazine (8.8 g), methanesulphonyl chloride (4.3 ml), anhydrous potassium carbonate (20 g) in dry acetonitrile (100 ml) was stirred at ambient temperature for five hours to give N-benzyl-N'-methanesulphonylpiperazine (m.p. 115°-116° C.). Reactants: CN(C)C(=[N+](C)C)ON1C2=C(C=CC=C2)N=N1.[B-](F)(F)(F)F (TBTU), COC=1C=CC2=C(CCN(C(N2)=O)C2CCN(CC2)C2=CC(=NC=N2)C(=O)O)C1 (6-[4-(7-methoxy-2-oxo-1,2,4,5-tetrahydro-1,3-benzodiazepin-3-yl)-piperidin-1-yl]-pyrimidine-4-carboxylic acid), Cl.CC1(C2=C(CNC1)C(=NN2)C(F)(F)F)C (7,7-dimethyl-3-trifluoromethyl-4,5,6,7-tetrahydro-1H-pyrazolo[4,3-c]pyridine hydrochloride), TEA. Run in CN(C)C=O (DMF). Reaction conditions: time 4 hour. Yields the product CC1(C2=C(CN(C1)C(=O)C1=CC(=NC=N1)N1CCC(CC1)N1C(NC3=C(CC1)C=C(C=C3)OC)=O)C(=NN2)C(F)(F)F)C (3-{1-[6-(7,7-dimethyl-3-trifluoromethyl-1,4,6,7-tetrahydro-pyrazolo[4,3-c]pyridine-5-carbonyl)-pyrimidin-4-yl]-piperidin-4-yl}-7-methoxy-1,3,4,5-tetrahydro-benzo[d][1,3]diazepin-2-one). RXN SMILES: CN(C(ON1N=NC2C=CC=CC1=2)=[N+](C)C)C.[B-](F)(F)(F)F.[CH3:23][O:24][C:25]1[CH:26]=[CH:27][C:28]2[NH:34][C:33](=[O:35])[N:32]([CH:36]3[CH2:41][CH2:40][N:39]([C:42]4[N:47]=[CH:46][N:45]=[C:44]([C:48](O)=[O:49])[CH:43]=4)[CH2:38][CH2:37]3)[CH2:31][CH2:30][C:29]=2[CH:51]=1.Cl.[CH3:53][C:54]1([CH3:67])[CH2:59][NH:58][CH2:57][C:56]2[C:60]([C:63]([F:66])([F:65])[F:64])=[N:61][NH:62][C:55]1=2>CN(C=O)C>[CH3:53][C:54]1([CH3:67])[CH2:59][N:58]([C:48]([C:44]2[N:45]=[CH:46][N:47]=[C:42]([N:39]3[CH2:38][CH2:37][CH:36]([N:32]4[CH2:31][CH2:30][C:29]5[CH:51]=[C:25]([O:24][CH3:23])[CH:26]=[CH:27][C:28]=5[NH:34][C:33]4=[O:35])[CH2:41][CH2:40]3)[CH:43]=2)=[O:49])[CH2:57][C:56]2[C:60]([C:63]([F:66])([F:64])[F:65])=[N:61][NH:62][C:55]1=2 |f:0.1,3.4|. Procedure: 0.11 g (0.28 mmol) TBTU were added to 0.10 g (0.25 mmol) 6-[4-(7-methoxy-2-oxo-1,2,4,5-tetrahydro-1,3-benzodiazepin-3-yl)-piperidin-1-yl]-pyrimidine-4-carboxylic acid, 90 mg (0.32 mmol) 7,7-dimethyl-3-trifluoromethyl-4,5,6,7-tetrahydro-1H-pyrazolo[4,3-c]pyridine hydrochloride and 0.12 mL TEA in 1.0 mL DMF and the mixture was stirred for 4 h at RT. Then the reaction mixture was purified by preparative HPLC-MS. The product-containing fractions were combined and freeze-dried. Starting materials: O=C=Nc1cccc(Cl)c1, COC(=O)C(Cc1cccc(CO)c1)C(=O)OC. Product: COC(=O)C(Cc1cccc(COC(=O)Nc2cccc(Cl)c2)c1)C(=O)OC. Reaction SMILES: [Cl:19][c:20]1[cH:21][c:22]([N:26]=[C:27]=[O:28])[cH:23][cH:24][cH:25]1.[OH:1][CH2:2][c:3]1[cH:4][c:5]([CH2:6][CH:7]([C:8](=[O:9])[O:10][CH3:11])[C:12](=[O:13])[O:14][CH3:15])[cH:16][cH:17][cH:18]1>>[O:1]([CH2:2][c:3]1[cH:4][c:5]([CH2:6][CH:7]([C:8](=[O:9])[O:10][CH3:11])[C:12](=[O:13])[O:14][CH3:15])[cH:16][cH:17][cH:18]1)[C:27]([NH:26][c:22]1[cH:21][c:20]([Cl:19])[cH:25][cH:24][cH:23]1)=[O:28]. The product is N[C@H](CC1=CNC2=CC=CC=C12)C(=O)O (D-Tryptophan). Procedure details: The extent of reaction was followed by measuring the amount of indole-3-pyruvate formed using the following assay: to 5 μl, 10 μl and 20 μl of reaction mix, 200 μl of the following solution was added: 0.5 mM sodium arsenate; 0.5 mM EDTA; and 50 mM sodium tetraborate (pH 8.5). Absorbance of the indole-3-pyruvate enol-borate complex at 325 nm was compared to a standard curve of indole-3-pyruvate prepared in the same solution. Reaction SMILES: [NH:1]1[C:9]2[C:4](=[CH:5][CH:6]=[CH:7][CH:8]=2)[C:3]([CH2:10][C:11](=O)[C:12]([O-:14])=[O:13])=[CH:2]1.[As](=O)([O-])([O-])[O-].[Na+].[Na+].[Na+].C(N(CC(O)=O)CC(O)=O)C[N:26](CC(O)=O)CC(O)=O.B([O-])([O-])[O-].B([O-])([O-])[O-].B([O-])([O-])[O-].B([O-])([O-])[O-].[Na+].[Na+].[Na+].[Na+].[Na+].[Na+].[Na+].[Na+].[Na+].[Na+].[Na+].[Na+]>>[NH2:26][C@@H:11]([C:12]([OH:14])=[O:13])[CH2:10][C:3]1[C:4]2[C:9](=[CH:8][CH:7]=[CH:6][CH:5]=2)[NH:1][CH:2]=1 |f:1.2.3.4,6.7.8.9.10.11.12.13.14.15.16.17.18.19.20.21|. Solvent: following solution. Reactants: N1C=C(C2=CC=CC=C12)CC(C(=O)[O-])=O (indole-3-pyruvate), B([O-])([O-])[O-].B([O-])([O-])[O-].B([O-])([O-])[O-].B([O-])([O-])[O-].[Na+].[Na+].[Na+].[Na+].[Na+].[Na+].[Na+].[Na+].[Na+].[Na+].[Na+].[Na+] (sodium tetraborate), N1C=C(C2=CC=CC=C12)CC(C(=O)[O-])=O (indole-3-pyruvate), [As]([O-])([O-])([O-])=O.[Na+].[Na+].[Na+] (sodium arsenate), C(CN(CC(=O)O)CC(=O)O)N(CC(=O)O)CC(=O)O (EDTA).